This data is from the Open Reaction Database (ORD), a public repository of structured organic reaction records. The task is: describe an organic reaction: reactants, conditions, products, and yield Reactants: IC1=CC=C(C(=O)O)C=C1 (4-iodobenzoic acid), CO (methanol). Run in S(O)(O)(=O)=O (sulfuric acid). Reaction conditions: time 15 hour. Product: COC(C1=CC=C(C=C1)I)=O (4-Iodobenzoic acid methyl ester). RXN SMILES: [I:1][C:2]1[CH:10]=[CH:9][C:5]([C:6]([OH:8])=[O:7])=[CH:4][CH:3]=1.[CH3:11]O>S(=O)(=O)(O)O>[CH3:11][O:7][C:6](=[O:8])[C:5]1[CH:9]=[CH:10][C:2]([I:1])=[CH:3][CH:4]=1. Reported procedure: A solution of 4-iodobenzoic acid (5.0 g in a mixture of 50 mL methanol and 2.2 mL of conc. sulfuric acid) was heated to reflux on an oil bath. After 15 hours, the mixture was concentrated to half-volume in vacuo then poured into saturated sodium bicarbonate. This mixture was extracted with diethyl ether and the organic portion washed with brine and dried over magnesium sulfate. Purification of the concentrate by flash chromatography on silica gel (hexane:ethyl acetate, 95:5) gave the title compo... The reactants are CCn1nc(-c2ncc(NCc3ccc(OC)cc3)nc2-c2ccccc2)ccc1=O, Cc1ccccc1, Cl. Yields the product CCn1nc(-c2ncc(N)nc2-c2ccccc2)ccc1=O. As a reaction SMILES: [CH2:1]([CH3:2])[n:3]1[n:4][c:5](-[c:10]2[n:11][cH:12][c:13]([NH:22][CH2:23][c:24]3[cH:25][cH:26][c:27]([O:28][CH3:29])[cH:30][cH:31]3)[n:14][c:15]2-[c:16]2[cH:17][cH:18][cH:19][cH:20][cH:21]2)[cH:6][cH:7][c:8]1=[O:9].[CH3:33][c:34]1[cH:35][cH:36][cH:37][cH:38][cH:39]1.[ClH:32]>>[CH2:1]([CH3:2])[n:3]1[n:4][c:5](-[c:10]2[n:11][cH:12][c:13]([NH2:22])[n:14][c:15]2-[c:16]2[cH:17][cH:18][cH:19][cH:20][cH:21]2)[cH:6][cH:7][c:8]1=[O:9]. Starting materials: NC1=C2C(=C3C(=N1)N(C(=C3)C(=O)N(C3CC3)C3CC3)CC)N(C=N2)C (4-amino-N,N-dicyclopropyl-6-ethyl-1-methyl-1,6-dihydroimidazo[4,5-d]pyrrolo[2,3-b]pyridine-7-carboxamide), ClC=1SC(=CN1)C#N (2-chlorothiazole-5-carbonitrile), C=1C=CC(=CC1)P(C=2C=CC=CC2)C3=CC=C4C=CC=CC4=C3C5=C6C=CC=CC6=CC=C5P(C=7C=CC=CC7)C=8C=CC=CC8 (BINAP), CC(C)([O-])C.[Na+] (sodium tert-butoxide). Reagents/catalysts: C=1C=CC(=CC1)/C=C/C(=O)/C=C/C2=CC=CC=C2.C=1C=CC(=CC1)/C=C/C(=O)/C=C/C2=CC=CC=C2.C=1C=CC(=CC1)/C=C/C(=O)/C=C/C2=CC=CC=C2.[Pd].[Pd] (Pd2(dba)3). Solvent: COCCOC (DME). Reaction conditions: temperature 85 celsius. The product is C(#N)C1=CN=C(S1)NC1=C2C(=C3C(=N1)N(C(=C3)C(=O)N(C3CC3)C3CC3)CC)N(C=N2)C (4-(5-cyanothiazol-2-ylamino)-N,N-dicyclopropyl-6-ethyl-1-methyl-1,6-dihydroimidazo[4,5-d]pyrrolo[2,3-b]pyridine-7-carboxamide). RXN SMILES: [NH2:1][C:2]1[N:7]=[C:6]2[N:8]([CH2:20][CH3:21])[C:9]([C:11]([N:13]([CH:17]3[CH2:19][CH2:18]3)[CH:14]3[CH2:16][CH2:15]3)=[O:12])=[CH:10][C:5]2=[C:4]2[N:22]([CH3:25])[CH:23]=[N:24][C:3]=12.Cl[C:27]1[S:28][C:29]([C:32]#[N:33])=[CH:30][N:31]=1.C1C=CC(P(C2C(C3C(P(C4C=CC=CC=4)C4C=CC=CC=4)=CC=C4C=3C=CC=C4)=C3C(C=CC=C3)=CC=2)C2C=CC=CC=2)=CC=1.CC(C)([O-])C.[Na+]>C1C=CC(/C=C/C(/C=C/C2C=CC=CC=2)=O)=CC=1.C1C=CC(/C=C/C(/C=C/C2C=CC=CC=2)=O)=CC=1.C1C=CC(/C=C/C(/C=C/C2C=CC=CC=2)=O)=CC=1.[Pd].[Pd].COCCOC>[C:32]([C:29]1[S:28][C:27]([NH:1][C:2]2[N:7]=[C:6]3[N:8]([CH2:20][CH3:21])[C:9]([C:11]([N:13]([CH:17]4[CH2:19][CH2:18]4)[CH:14]4[CH2:16][CH2:15]4)=[O:12])=[CH:10][C:5]3=[C:4]3[N:22]([CH3:25])[CH:23]=[N:24][C:3]=23)=[N:31][CH:30]=1)#[N:33] |f:3.4,5.6.7.8.9|. Procedure details: To a mixture of 4-amino-N,N-dicyclopropyl-6-ethyl-1-methyl-1,6-dihydroimidazo[4,5-d]pyrrolo[2,3-b]pyridine-7-carboxamide (example 1J, 60 mg, 0.177 mmol), 2-chlorothiazole-5-carbonitrile (38.5 mg, 0.266 mmol), Pd2(dba)3 (24.4 mg, 0.027 mmol), BINAP (49.7 mg, 0.080 mmol) and sodium tert-butoxide (27.3 mg, 0.284 mmol) was added DME (1 ml). The mixture was purged with argon gas for 5 min and heated to 85° C. for 3 h. The reaction mixture showed ˜60% conversion by HPLC and was filtered through a plug... The reactants are I(=O)(=O)(=O)[O-].[Na+] (Sodium periodate), C(C1=CC=CC=C1)N1C(=NN2C(C1=O)=C(C=C2)Cl)C=CN(C)C (3-benzyl-5-chloro-2-(2-dimethylamino-vinyl)-3H-pyrrolo[2,1-f][1,2,4]triazin-4-one). Solvent: C1CCOC1 (THF). Conditions: time 1.5 hour. Yields the product C(C1=CC=CC=C1)N1C(=NN2C(C1=O)=C(C=C2)Cl)C=O (3-Benzyl-5-chloro-4-oxo-3,4-dihydro-pyrrolo[2,1-f][1,2,4]triazine-2-carbaldehyde). Isolated yield 99.3%. RXN SMILES: I([O-])(=O)(=O)=[O:2].[Na+].[CH2:7]([N:14]1[C:19](=[O:20])[C:18]2=[C:21]([Cl:24])[CH:22]=[CH:23][N:17]2[N:16]=[C:15]1[CH:25]=CN(C)C)[C:8]1[CH:13]=[CH:12][CH:11]=[CH:10][CH:9]=1>C1COCC1>[CH2:7]([N:14]1[C:19](=[O:20])[C:18]2=[C:21]([Cl:24])[CH:22]=[CH:23][N:17]2[N:16]=[C:15]1[CH:25]=[O:2])[C:8]1[CH:13]=[CH:12][CH:11]=[CH:10][CH:9]=1 |f:0.1|. Procedure details: Sodium periodate (17.3 g, 80.7 mmol) was added to a pH 7.0 buffered solution (75 mL) of 3-benzyl-5-chloro-2-(2-dimethylamino-vinyl)-3H-pyrrolo[2,1-f][1,2,4]triazin-4-one (5.3 g, 16.1 mmol) in THF (150 mL) at room temperature. The reaction mixture was stirred at room temperature for 1.5 h. The reaction mixture was filtered through Celite® and the solids washed with CHCl3 (100 ml). The filtrate was wash with saturated NaCl (2×50 mL), dried (Na2SO4), filtered and concentrated in vacuo. The solid wa... Starting materials: C(C)(=O)C=1N=CC=2NC3=CC=CC=C3C2C1 (3-acetyl-β-carboline), ONCl (hydroxyamino hydrochloride), [OH-].[K+] (potassium hydroxide). Solvent: CO (methanol), CO (methanol). Run at time 4 hour. The product is C(C)(C=1N=CC=2NC3=CC=CC=C3C2C1)=NO (3-acetyl-β-carboline-oxime). Yield: 65.9%. RXN SMILES: [OH-].[K+].[C:3]([C:6]1[N:7]=[CH:8][C:9]2[NH:10][C:11]3[C:16]([C:17]=2[CH:18]=1)=[CH:15][CH:14]=[CH:13][CH:12]=3)(=O)[CH3:4].[OH:19][NH:20]Cl>CO>[C:3](=[N:20][OH:19])([C:6]1[N:7]=[CH:8][C:9]2[NH:10][C:11]3[C:16]([C:17]=2[CH:18]=1)=[CH:15][CH:14]=[CH:13][CH:12]=3)[CH3:4] |f:0.1|. Reported procedure: To a solution of 1.0 g of potassium hydroxide in 25 ml of methanol, there is added a mixture of 0.85 g of 3-acetyl-β-carboline, 75 ml of methanol and 1.0 g of hydroxyamino hydrochloride. The reaction mixture is allowed to stand for 4 hours at room temperature. After evaporation, water is added and then the mixture is brought to pH 7 with glacial acetic acid. The solid reaction product is filtered and washed with water and ether. 0.6 g of 3-acetyl-β-carboline-oxime with an m.p. of 250° C. (decomp... The reactants are CC(CC(=O)[O-])C (3-methylbutanoate), C(C1=CC=CC=C1)(C1=CC=CC=C1)(C1=CC=CC=C1)N1N=NN=C1C1=C(C=CC=C1)B(O)O (2-(1-trityl-1H-tetrazol-5-yl)phenylboronic acid), COC([C@H](C(C)C)N(CC1=CC=C(C=C1)C1=C(C=CC=C1)C1=NN=NN1C(C1=CC=CC=C1)(C1=CC=CC=C1)C1=CC=CC=C1)C(CCCC)=O)=O ((S)-3-methyl-2-{pentanoyl-[2′-(1-trityl-1H-tetrazol-5-yl)biphenyl-4-ylmethyl]amino}butyric acid methyl ester). Yields the product CCCCC(=O)N(CC1=CC=C(C=C1)C2=CC=CC=C2C3=NNN=N3)[C@@H](C(C)CC(C4=CC=CC=C4)(C5=CC=CC=C5)C6=CC=CC=C6)C(=O)O (trityl valsartan). Reaction SMILES: CC(C)CC([O-])=O.[C:8](N1C(C2C=CC=CC=2B(O)O)=NN=N1)([C:21]1[CH:26]=[CH:25][CH:24]=[CH:23][CH:22]=1)([C:15]1[CH:20]=[CH:19][CH:18]=[CH:17][CH:16]=1)[C:9]1[CH:14]=[CH:13][CH:12]=[CH:11][CH:10]=1.C[O:42][C:43](=[O:92])[C@@H:44]([N:48]([C:86](=[O:91])[CH2:87][CH2:88][CH2:89][CH3:90])[CH2:49][C:50]1[CH:55]=[CH:54][C:53]([C:56]2[CH:61]=[CH:60][CH:59]=[CH:58][C:57]=2[C:62]2[N:66](C(C3C=CC=CC=3)(C3C=CC=CC=3)C3C=CC=CC=3)[N:65]=[N:64][N:63]=2)=[CH:52][CH:51]=1)[CH:45]([CH3:47])[CH3:46]>>[CH3:90][CH2:89][CH2:88][CH2:87][C:86]([N:48]([C@H:44]([C:43]([OH:42])=[O:92])[CH:45]([CH2:46][C:8]([C:9]1[CH:14]=[CH:13][CH:12]=[CH:11][CH:10]=1)([C:21]1[CH:22]=[CH:23][CH:24]=[CH:25][CH:26]=1)[C:15]1[CH:16]=[CH:17][CH:18]=[CH:19][CH:20]=1)[CH3:47])[CH2:49][C:50]1[CH:51]=[CH:52][C:53]([C:56]2[C:57]([C:62]3[N:66]=[N:65][NH:64][N:63]=3)=[CH:58][CH:59]=[CH:60][CH:61]=2)=[CH:54][CH:55]=1)=[O:91]. Procedure: WO 2007/005967 discloses the condensation of p-Bromobenzylbromide with valine methyl ester to give (S)-methyl-2-(4-bromobenzylamino)-3-methyl butanoate which on reaction with valeryl chloride to give (S)-methyl-2-(4-bromobenzyl)pentanamido)-3-methylbutanoate. (S)-methyl-2-(4-bromobenzyl)pentanamido)-3-methylbutanoate is treated with 2-(1-trityl-1H-tetrazol-5-yl)phenylboronic acid to give (S)-3-methyl-2-{pentanoyl-[2′-(1-trityl-1H-tetrazol-5-yl)biphenyl-4-ylmethyl]amino}butyric acid methyl ester ... Starting materials: CN(C)CCN(C)C (TMEDA), CN(C)C=O (DMF), COCOC=1C=C(C(=O)NC(C)(C2=CC=CC=C2)C)C=CC1OC (3-methoxymethoxy-4-methoxy-N-(1-methyl-1-phenylethyl)benzamide). Solvent: C1CCOC1 (THF). Yields the product COCOC1=C2C(N(C(C2=CC=C1OC)=O)C(C)(C1=CC=CC=C1)C)O (4-methoxymethoxy-5-methoxy-3-hydroxy-2-(1-methyl-1-phenylethyl)isoindolinone). Isolated yield 78.7%. As a reaction SMILES: [CH3:1][O:2][CH2:3][O:4][C:5]1[CH:6]=[C:7]([CH:20]=[CH:21][C:22]=1[O:23][CH3:24])[C:8]([NH:10][C:11]([CH3:19])([C:13]1[CH:18]=[CH:17][CH:16]=[CH:15][CH:14]=1)[CH3:12])=[O:9].CN(CCN(C)C)C.CN([CH:36]=[O:37])C>C1COCC1>[CH3:1][O:2][CH2:3][O:4][C:5]1[C:22]([O:23][CH3:24])=[CH:21][CH:20]=[C:7]2[C:6]=1[CH:36]([OH:37])[N:10]([C:11]([CH3:19])([C:13]1[CH:14]=[CH:15][CH:16]=[CH:17][CH:18]=1)[CH3:12])[C:8]2=[O:9]. Procedure details: In a similar manner to Step 2 of Example 16, 3-methoxymethoxy-4-methoxy-N-(1-methyl-1-phenylethyl)benzamide (7.50 g, 22.8 mmol) was dissolved in THF (200-mL), and the solution was treated with TMEDA (11.0 mL, 72.9 mmol), sec-butyl lithium-hexane solution (0.95 mol/L, 77.0 mL, 73.2 mmol) and DMF (3.88 mL, 50.1 mmol), followed by purification by slurry using isopropylether and hexane to obtain 4-methoxymethoxy-5-methoxy-3-hydroxy-2-(1-methyl-1-phenylethyl)isoindolinone (6.41 g, yield 79%).